Dataset: the Open Reaction Database (ORD), a public repository of structured organic reaction records. Task: describe an organic reaction: reactants, conditions, products, and yield The reactants are O (Water), N1(N=NC2=C1C=CC=C2)OC2=NC=C(C(=N2)NCC2CN(CCC2)C(=O)OCC2=CC=CC=C2)C(N)=O (benzyl 3-((2-(1H-benzo[d][1,2,3]triazol-1-yloxy)-5-carbamoylpyrimidin-4-ylamino)methyl)piperidine-1-carboxylate), NC=1C=C(NC(C)=O)C=CC1 (3′-amino-acetanilide), CC=1C=CC(=CC1)S(=O)(=O)O (pTsOH). Run in CCOC(=O)C (EtOAc), O1CCOCC1 (dioxane). Run at time 4 hour. The product is C(C)(=O)NC=1C=C(C=CC1)NC1=NC=C(C(=N1)NCC1CN(CCC1)C(=O)OCC1=CC=CC=C1)C(N)=O (Benzyl 3-((2-(3-acetamidophenylamino)-5-carbamoylpyrimidin-4-ylamino)methyl)piperidine-1-carboxylate). The yield is 68.6%. As a reaction SMILES: N1(O[C:11]2[N:16]=[C:15]([NH:17][CH2:18][CH:19]3[CH2:24][CH2:23][CH2:22][N:21]([C:25]([O:27][CH2:28][C:29]4[CH:34]=[CH:33][CH:32]=[CH:31][CH:30]=4)=[O:26])[CH2:20]3)[C:14]([C:35](=[O:37])[NH2:36])=[CH:13][N:12]=2)C2C=CC=CC=2N=N1.[NH2:38][C:39]1[CH:40]=[C:41]([CH:46]=[CH:47][CH:48]=1)[NH:42][C:43](=[O:45])[CH3:44].CC1C=CC(S(O)(=O)=O)=CC=1.O>O1CCOCC1.CCOC(C)=O>[C:43]([NH:42][C:41]1[CH:40]=[C:39]([NH:38][C:11]2[N:16]=[C:15]([NH:17][CH2:18][CH:19]3[CH2:24][CH2:23][CH2:22][N:21]([C:25]([O:27][CH2:28][C:29]4[CH:34]=[CH:33][CH:32]=[CH:31][CH:30]=4)=[O:26])[CH2:20]3)[C:14]([C:35](=[O:37])[NH2:36])=[CH:13][N:12]=2)[CH:48]=[CH:47][CH:46]=1)(=[O:45])[CH3:44]. Reported procedure: A mixture of benzyl 3-((2-(1H-benzo[d][1,2,3]triazol-1-yloxy)-5-carbamoylpyrimidin-4-ylamino)methyl)piperidine-1-carboxylate (582 mg, 1.16 mmol), 3′-amino-acetanilide (210 mg, 1.40 mmol) and pTsOH (220 mg, 1.16 mmol) in dioxane (10 mL) was stirred at 100 C for 4 h. Water and EtOAc were added. The organic phase was separated, washed with 1N HCl. During the washing white solids precipitated out, which were collected to give the titled compound (412 mg). MS 518.5 (M+H); UV 201.6, 249.8 nm. Starting materials: O=C([O-])O, ClCCl, [O-][I+3]([O-])([O-])[O-], [Na+], [Na+], Cc1cc(-c2c(-c3ccccc3)c3cc(C(O)CO)ccc3[nH]c2=O)on1. The product is Cc1cc(-c2c(-c3ccccc3)c3cc(C=O)ccc3[nH]c2=O)on1. RXN SMILES: [C:34](=[O:35])([OH:36])[O-:37].[Cl:39][CH2:40][Cl:41].[I+3:28]([O-:29])([O-:30])([O-:31])[O-:32].[Na+:33].[Na+:38].[OH:1][CH:2]([CH2:3][OH:4])[c:5]1[cH:6][c:7]2[c:8](-[c:22]3[cH:23][cH:24][cH:25][cH:26][cH:27]3)[c:9](-[c:16]3[cH:17][c:18]([CH3:21])[n:19][o:20]3)[c:10](=[O:15])[nH:11][c:12]2[cH:13][cH:14]1>>[O:1]=[CH:2][c:5]1[cH:6][c:7]2[c:8](-[c:22]3[cH:23][cH:24][cH:25][cH:26][cH:27]3)[c:9](-[c:16]3[cH:17][c:18]([CH3:21])[n:19][o:20]3)[c:10](=[O:15])[nH:11][c:12]2[cH:13][cH:14]1. The reactants are FC1=CC=CC2=C1O[C@H](CO2)CNCC (N-{[(2S)-8-fluoro-2,3-dihydro-1,4-benzodioxin-2-yl]methyl}ethanamine), C(=O)([O-])[O-].[K+].[K+] (K2CO3), C(C1=CC=CC=C1)Br (benzylbromide), [Na+].[I-] (NaI). Solvent: C(C)#N (acetonitrile). The product is C(C1=CC=CC=C1)N(CC)C[C@H]1COC2=C(O1)C(=CC=C2)F (N-BENZYL-N-{[(2S)-8-FLUORO-2,3-DIHYDRO-1,4-BENZODIOXIN-2-YL]METHYL}ETHANAMINE). The yield is 83.0%. Reaction SMILES: [F:1][C:2]1[C:7]2[O:8][C@@H:9]([CH2:12][NH:13][CH2:14][CH3:15])[CH2:10][O:11][C:6]=2[CH:5]=[CH:4][CH:3]=1.C([O-])([O-])=O.[K+].[K+].[CH2:22](Br)[C:23]1[CH:28]=[CH:27][CH:26]=[CH:25][CH:24]=1.[Na+].[I-]>C(#N)C>[CH2:22]([N:13]([CH2:12][C@@H:9]1[O:8][C:7]2[C:2]([F:1])=[CH:3][CH:4]=[CH:5][C:6]=2[O:11][CH2:10]1)[CH2:14][CH3:15])[C:23]1[CH:28]=[CH:27][CH:26]=[CH:25][CH:24]=1 |f:1.2.3,5.6|. Procedure: A mixture of N-{[(2S)-8-fluoro-2,3-dihydro-1,4-benzodioxin-2-yl]methyl}ethanamine (1.95 g, 9.2 mmol), K2CO3 (2.55 g, 18.5 mmol), benzylbromide (1.3 ml, 11.1 mmol), a spatula of NaI (<5 mg) and acetonitrile was heated under microwave radiation at 120° C. for 20 min. The solution was filtered and evaporated, Na2CO3 (10%) was added and the solution was extracted with EtOAc. The combined organic phases were dried (Na2SO4) and evaporated to dryness. Purification on flash column chromatography (isooct... The reactants are COC1=CC=C(C=C1)NN=C1C(CCCC1)=O (cyclohexanedione-mono-p-methoxyphenylhydrazone), O (water), S(O)(O)(=O)=O (sulfuric acid). Solvent: C(C)O (ethanol). Yields the product COC=1C=C2C=3CCCC(C3NC2=CC1)=O (6-methoxy-1,2,3,4-tetrahydrocarbazol-1-one). As a reaction SMILES: [CH3:1][O:2][C:3]1[CH:8]=[CH:7][C:6]([NH:9]N=C2CCCCC2=O)=[CH:5][CH:4]=1.[OH2:18].S(=O)(=O)(O)O>C(O)C>[CH3:1][O:2][C:3]1[CH:4]=[C:5]2[C:6](=[CH:7][CH:8]=1)[NH:9][C:4]1[C:5](=[O:18])[CH2:6][CH2:7][CH2:8][C:3]2=1. Procedure details: 232 g. (1 mole) of cyclohexanedione-mono-p-methoxyphenylhydrazone, 1200 ml. of water, 350 g. of sulfuric acid (65 Be) and 100 ml. of ethanol are allowed to boil under reflux for three hours. After cooling down, the mixture is filtered with suction and rendered free from acid by washing with water. The resultant 6-methoxy-1,2,3,4-tetrahydrocarbazol-1-one melts at 222° C. and gives a yield of 193 g. (=90% of the theoretical). Starting materials: CC(=O)OI1(C=2C=CC=CC2C(=O)O1)(OC(=O)C)OC(=O)C (Dess-Martin periodinane), OCC1=CC=C(C=N1)C(=O)OC (methyl 6-(hydroxymethyl)pyridine-3-carboxylate), OCC1=CC=C(C=N1)C(=O)OC (methyl 6-(hydroxymethyl)pyridine-3-carboxylate). Run in C(Cl)Cl (DCM), C(Cl)Cl (DCM). Run at time 24 hour. Yields the product C(=O)C1=CC=C(C=N1)C(=O)OC (Methyl 6-formylpyridine-3-carboxylate). Yield: 103.3%. As a reaction SMILES: CC(OI1(OC(C)=O)(OC(C)=O)OC(=O)C2C=CC=CC1=2)=O.[OH:23][CH2:24][C:25]1[N:30]=[CH:29][C:28]([C:31]([O:33][CH3:34])=[O:32])=[CH:27][CH:26]=1>C(Cl)Cl>[CH:24]([C:25]1[N:30]=[CH:29][C:28]([C:31]([O:33][CH3:34])=[O:32])=[CH:27][CH:26]=1)=[O:23]. Procedure details: Dess-Martin periodinane (2.54 g, 5.98 mmol) was added to a solution of methyl 6-(hydroxymethyl)pyridine-3-carboxylate (Intermediate 190, 1.00 g, 5.98 mmol) in DCM (75 mL) at room temperature. The reaction mixture was stirred at room temperature for 24 hrs before being diluted with DCM (50 mL), washed with a 1:1 mixture of saturated aqueous solution of sodium bicarbonate and sodium thiosulfate (3×75 mL). The organic phase was dried over sodium sulfate, filtered and evaporated under vacuum to prov... Reactants: [N+](=O)([O-])C=1C=C(C(=O)OCCCCCCCCCCCCCCCCCC)C=C(C1)[N+](=O)[O-] (stearyl 3,5-dinitrobenzoate). Reagents/catalysts: [C].[Pd] (palladium-carbon). Solvent: C(C)(=O)OCC (ethyl acetate). Product: NC=1C=C(C(=O)OCCCCCCCCCCCCCCCCCC)C=C(C1)N (stearyl 3,5-diaminobenzoate). The yield is 64.7%. Reaction SMILES: [N+:1]([C:4]1[CH:5]=[C:6]([CH:28]=[C:29]([N+:31]([O-])=O)[CH:30]=1)[C:7]([O:9][CH2:10][CH2:11][CH2:12][CH2:13][CH2:14][CH2:15][CH2:16][CH2:17][CH2:18][CH2:19][CH2:20][CH2:21][CH2:22][CH2:23][CH2:24][CH2:25][CH2:26][CH3:27])=[O:8])([O-])=O>C(OCC)(=O)C.[C].[Pd]>[NH2:1][C:4]1[CH:5]=[C:6]([CH:28]=[C:29]([NH2:31])[CH:30]=1)[C:7]([O:9][CH2:10][CH2:11][CH2:12][CH2:13][CH2:14][CH2:15][CH2:16][CH2:17][CH2:18][CH2:19][CH2:20][CH2:21][CH2:22][CH2:23][CH2:24][CH2:25][CH2:26][CH3:27])=[O:8] |f:2.3|. Reported procedure: In 300 ml of ethyl acetate was dissolved 8.0 g (0.017 mol) of stearyl 3,5-dinitrobenzoate, and 1.0 g of 5% palladium-carbon was then added thereto and catalytic reduction was carried out at ordinary temperature under atmospheric pressure. After the completion of the reaction, the catalyst was removed by filtration and the solvent was distilled off under reduced pressure to obtain a crystal. The thus obtained crystal was recrystallized from n-heptane/ethyl acetate twice to obtain 4.48 g (0.011 mo... Reactants: [OH-].[Na+] (sodium hydroxide), O.C1(=CC=C(C=C1)S(=O)(=O)O)C (p-toluenesulfonic acid monohydrate), [Cl-].C(CCCCCCCCCCCCCCCCC)[N+](CN1C(CCC1)=O)(C)C (octadecyldimethyl N-[(2-pyrrolidonyl) methyl]ammonium chloride). The solvent is O (water). Run at time 0.5 hour. The product is S(=O)(=O)([O-])C1=CC=C(C)C=C1.C(CCCCCCCCCCCCCCCCC)[N+](CN1C(CCC1)=O)(C)C (octadecyldimethyl N-[(2-pyrrolidonyl) methyl]ammonium tosylate). As a reaction SMILES: [OH-].[Na+].O.[C:4]1([CH3:14])[CH:9]=[CH:8][C:7]([S:10]([OH:13])(=[O:12])=[O:11])=[CH:6][CH:5]=1.[Cl-].[CH2:16]([N+:34]([CH3:43])([CH3:42])[CH2:35][N:36]1[CH2:40][CH2:39][CH2:38][C:37]1=[O:41])[CH2:17][CH2:18][CH2:19][CH2:20][CH2:21][CH2:22][CH2:23][CH2:24][CH2:25][CH2:26][CH2:27][CH2:28][CH2:29][CH2:30][CH2:31][CH2:32][CH3:33]>O>[S:10]([C:7]1[CH:8]=[CH:9][C:4]([CH3:14])=[CH:5][CH:6]=1)([O-:13])(=[O:12])=[O:11].[CH2:16]([N+:34]([CH3:43])([CH3:42])[CH2:35][N:36]1[CH2:40][CH2:39][CH2:38][C:37]1=[O:41])[CH2:17][CH2:18][CH2:19][CH2:20][CH2:21][CH2:22][CH2:23][CH2:24][CH2:25][CH2:26][CH2:27][CH2:28][CH2:29][CH2:30][CH2:31][CH2:32][CH3:33] |f:0.1,2.3,4.5,7.8|. Procedure: To a flask equipped with stirrer and thermometer was added at ambient temperature 50.0 g. distilled water 7.2 g. sodium hydroxide solution (50%) and 13.3 g. (0.069 m) p-toluenesulfonic acid monohydrate, [C6H4 (CH3)-SO3H]. The mixture was stirred at ambient temperature for about 0.5 hour, after which 30.0 g. (0.069 m) octadecyldimethyl N-[(2-pyrrolidonyl) methyl]ammonium chloride was added. The reaction mixture was heated to 40°-45° to ensure complete solution and stirring continued for an additi...